From a dataset of the Open Reaction Database (ORD), a public repository of structured organic reaction records. describe an organic reaction: reactants, conditions, products, and yield The reactants are C(C)OC(=O)C=1OC2=C(C1C)C(=CC=C2)O (4-hydroxy-3-methyl-benzofuran-2-carboxylic acid ethyl ester), C(Cl)(Cl)(Cl)Cl (carbon tetrachloride), C(Cl)(Cl)(Cl)Cl (carbon tetrachloride), ClN1C(CCC1=O)=O (N-chlorosuccinimide). Reaction conditions: temperature -10 celsius, time 3 hour. Product: C(C)OC(=O)C=1OC2=C(C1C)C(=C(C=C2Cl)Cl)O (5,7-dichloro-4-hydroxy-3-methyl-benzofuran-2-carboxylic acid ethyl ester). Isolated yield 30.0%. Reaction SMILES: [CH2:1]([O:3][C:4]([C:6]1[O:7][C:8]2[CH:15]=[CH:14]C=[C:12]([OH:16])[C:9]=2[C:10]=1[CH3:11])=[O:5])[CH3:2].[Cl:17]N1C(=O)CCC1=O.[C:25]([Cl:29])(Cl)(Cl)Cl>>[CH2:1]([O:3][C:4]([C:6]1[O:7][C:8]2[C:15]([Cl:17])=[CH:14][C:25]([Cl:29])=[C:12]([OH:16])[C:9]=2[C:10]=1[CH3:11])=[O:5])[CH3:2]. Procedure: To 4-hydroxy-3-methyl-benzofuran-2-carboxylic acid ethyl ester (0.5 g, 2.27 mmol) was added 5 mL of carbon tetrachloride, carbon tetrachloride, and the mixture was cooled with an ethanol/ice bath while 1 equivalent of N-chlorosuccinimide was added in small portions. After stirring at −10° C. for 3 h, the reaction mixture was filtered and the filtrate was loaded onto a silica gel column. Chromatography gave 190 mg (30% yield) of 5,7-dichloro-4-hydroxy-3-methyl-benzofuran-2-carboxylic acid ethyl e... The reactants are ClC1=CC=C(C=C1)C1(N2C(C3=CC=CC(=C13)OC)=NC=C2)CCC(=O)N2C(CCC2C)C (5-(4-chlorophenyl)-5-[3-(2,5-dimethylpyrrolidin-1-yl)-3-oxopropyl]-6-methoxy-5H-imidazo[2,1-a]isoindole), B(Br)(Br)Br (BBr3). Solvent: C(Cl)Cl (CH2Cl2). The product is ClC1=CC=C(C=C1)C1(N2C(C=3C=CC=C(C13)O)=NC=C2)CCC(=O)N2C(CCC2C)C (5-(4-chlorophenyl)-5-[3-(2,5-dimethylpyrrolidin-1-yl)-3-oxopropyl]-5H-imidazo[2,1-a]isoindol-6-ol). As a reaction SMILES: [Cl:1][C:2]1[CH:7]=[CH:6][C:5]([C:8]2([CH2:22][CH2:23][C:24]([N:26]3[CH:30]([CH3:31])[CH2:29][CH2:28][CH:27]3[CH3:32])=[O:25])[C:16]3[C:11](=[CH:12][CH:13]=[CH:14][C:15]=3[O:17]C)[C:10]3=[N:19][CH:20]=[CH:21][N:9]23)=[CH:4][CH:3]=1.B(Br)(Br)Br>C(Cl)Cl>[Cl:1][C:2]1[CH:7]=[CH:6][C:5]([C:8]2([CH2:22][CH2:23][C:24]([N:26]3[CH:30]([CH3:31])[CH2:29][CH2:28][CH:27]3[CH3:32])=[O:25])[C:16]3[C:15]([OH:17])=[CH:14][CH:13]=[CH:12][C:11]=3[C:10]3=[N:19][CH:20]=[CH:21][N:9]23)=[CH:4][CH:3]=1. Reported procedure: To a solution of 5-(4-chlorophenyl)-5-[3-(2,5-dimethylpyrrolidin-1-yl)-3-oxopropyl]-6-methoxy-5H-imidazo[2,1-a]isoindole (190 mg) in CH2Cl2 (2 mL) was added BBr3 (1.7 ml) slowly at 0° C. After 90 min the mixture was quenched with saturated aqueous NaHCO3. The layers were separated and the aqueous layer was extracted with CH2Cl2 (3×). The combined organic layers were dried (Na2SO4), filtered, and concentrated to an off-white solid (179 mg) which was sufficiently pure for use in the next step. The reactants are ClCCC(COC1=CC=CC=C1)O (4-chloro-1-phenoxy-2-butanol), N1(CCNCC1)C1=CC=C(C=C1)NC(C)=O (N-[4-(1-piperazinyl)phenyl]acetamide). Product: O(C1=CC=CC=C1)CC(CCN1CCN(CC1)C1=CC=C(C=C1)NC(C)=O)O (1-Phenoxy-4-[4-(4-acetvlaminophenyl)-1-piperazinyl]-2-butanol). RXN SMILES: Cl[CH2:2][CH2:3][CH:4]([OH:13])[CH2:5][O:6][C:7]1[CH:12]=[CH:11][CH:10]=[CH:9][CH:8]=1.[N:14]1([C:20]2[CH:25]=[CH:24][C:23]([NH:26][C:27](=[O:29])[CH3:28])=[CH:22][CH:21]=2)[CH2:19][CH2:18][NH:17][CH2:16][CH2:15]1>>[O:6]([CH2:5][CH:4]([OH:13])[CH2:3][CH2:2][N:17]1[CH2:16][CH2:15][N:14]([C:20]2[CH:21]=[CH:22][C:23]([NH:26][C:27](=[O:29])[CH3:28])=[CH:24][CH:25]=2)[CH2:19][CH2:18]1)[C:7]1[CH:12]=[CH:11][CH:10]=[CH:9][CH:8]=1. Reported procedure: Following the procedure of Example 25, the title compound is prepared from 4-chloro-1-phenoxy-2-butanol and N-[4-(1-piperazinyl)phenyl]acetamide. Reactants: C1(=CC=C(C=C1)C(CC1=C(C=C(C=C1)Cl)Cl)(CCl)O)C1=CC=CC=C1 (2-(4-biphenylyl)-3-chloro-1-(2,4-dichlorophenyl)-propan-2-ol), [H-].[Na+] (sodium hydride), N1C=NC=C1 (imidazole). The solvent is C(C)#N (acetonitrile), C(C)#N (acetonitrile). Conditions: temperature 80 celsius. The product is N1(C=NC=C1)CC(C)O (imidazol-1-yl-propan-2-ol). Reaction SMILES: C1(C2C=CC=CC=2)C=CC([C:7]([OH:19])([CH2:17]Cl)[CH2:8]C2C=CC(Cl)=CC=2Cl)=CC=1.[H-].[Na+].[NH:28]1[CH:32]=[CH:31][N:30]=[CH:29]1>C(#N)C>[N:28]1([CH2:17][CH:7]([OH:19])[CH3:8])[CH:32]=[CH:31][N:30]=[CH:29]1 |f:1.2|. Reported procedure: A solution of 39.15 g (0.1 mol) of 2-(4-biphenylyl)-3-chloro-1-(2,4-dichlorophenyl)-propan-2-ol in 300 ml of acetonitrile is added dropwise to a suspension of 3.6 g (0.12 mol) of sodium hydride and 8.2 g (0.12 mol) of imidazole in 200 ml of acetonitrile. After heating to 80° C. for 3 hours, the cooled reaction mixture is filtered and the crystal mass is washed with water and with acetonitrile. 32.5 g (77% of theory) of 2-(4-biphenylyl)-1-(2,4-dichlorophenyl)-3-(imidazol-1-yl-propan-2-ol of melti...